From a dataset of the Open Reaction Database (ORD), a public repository of structured organic reaction records. describe an organic reaction: reactants, conditions, products, and yield Reaction SMILES: ClC1C=C2C(C=CC(C)=N2)=CC=1O.C[O:15][C:16]1[CH:17]=[C:18]2[C:23](=[CH:24][C:25]=1[CH3:26])[N:22]=[CH:21][CH:20]=[CH:19]2>>[CH3:26][C:25]1[CH:24]=[C:23]2[C:18]([CH:19]=[CH:20][CH:21]=[N:22]2)=[CH:17][C:16]=1[OH:15]. Procedure: Compound 3C was prepared following the procedure used to prepare compound 1C of Example 1, except that 6-methoxy-7-methylquinoline (3B) was used instead of compound 1B. LCMS-ESI+ (m/z): 160.2 (M+H)+. Reactants: ClC1=C(C=C2C=CC(=NC2=C1)C)O (7-chloro-2-methylquinolin-6-ol), COC=1C=C2C=CC=NC2=CC1C (6-methoxy-7-methylquinoline). The product is CC1=C(C=C2C=CC=NC2=C1)O (7-methylquinolin-6-ol). The reactants are CN(C)C=O (DMF), C([O-])([O-])=O.[K+].[K+] (potassium carbonate), ClC=1C=C(C=NC1)C1=NC(=CC2=C1N(C(=N2)NC2=CC=CC=C2)C[C@@H]2CC[C@H](CC2)C)C#N (4-(5-chloropyridin-3-yl)-3-[(trans-4-methylcyclohexyl)methyl]-2-(phenylamino)-3H-imidazo[4,5-c]pyridine-6-carbonitrile), CI (methyl iodide). Run in C(C)(=O)OCC (ethyl acetate). Conditions: temperature 60 celsius. Product: ClC=1C=C(C=NC1)C1=NC(=CC2=C1N(C(=N2)N(C2=CC=CC=C2)C)C[C@@H]2CC[C@H](CC2)C)C#N (4-(5-chloropyridin-3-yl)-3-[(trans-4-methylcyclohexyl)methyl]-2-[methyl(phenyl)amino]-3H-imidazo[4,5-c]pyridine-6-carbonitrile). RXN SMILES: [CH3:1]N(C=O)C.[Cl:6][C:7]1[CH:8]=[C:9]([C:13]2[C:18]3[N:19]([CH2:29][C@H:30]4[CH2:35][CH2:34][C@H:33]([CH3:36])[CH2:32][CH2:31]4)[C:20]([NH:22][C:23]4[CH:28]=[CH:27][CH:26]=[CH:25][CH:24]=4)=[N:21][C:17]=3[CH:16]=[C:15]([C:37]#[N:38])[N:14]=2)[CH:10]=[N:11][CH:12]=1.CI.C(=O)([O-])[O-].[K+].[K+]>C(OCC)(=O)C>[Cl:6][C:7]1[CH:8]=[C:9]([C:13]2[C:18]3[N:19]([CH2:29][C@H:30]4[CH2:35][CH2:34][C@H:33]([CH3:36])[CH2:32][CH2:31]4)[C:20]([N:22]([CH3:1])[C:23]4[CH:28]=[CH:27][CH:26]=[CH:25][CH:24]=4)=[N:21][C:17]=3[CH:16]=[C:15]([C:37]#[N:38])[N:14]=2)[CH:10]=[N:11][CH:12]=1 |f:3.4.5|. Procedure: DMF (4 mL) was added to a vial containing 4-(5-chloropyridin-3-yl)-3-[(trans-4-methylcyclohexyl)methyl]-2-(phenylamino)-3H-imidazo[4,5-c]pyridine-6-carbonitrile (200 mg, 0.438 mmol), followed by methyl iodide (68 mg, 0.481 mmol) and potassium carbonate (121 mg, 0.877 mmol), and the vial was sealed and heated to 60° C. for 2 hours. The reaction mixture was cooled to room temperature, diluted with ethyl acetate, and washed with water and brine. The organic layer was dried over anhydrous sodium sul...